Dataset: the Open Reaction Database (ORD), a public repository of structured organic reaction records. Task: describe an organic reaction: reactants, conditions, products, and yield The reactants are O=S(=O)(c1ccc(Br)c(CO)c1)n1ccc2ccccc21, ClCCCl, CCCCCC. The product is O=Cc1cc(S(=O)(=O)n2ccc3ccccc32)ccc1Br. Reaction SMILES: [Br:1][c:2]1[c:3]([CH2:20][OH:21])[cH:4][c:5]([S:8](=[O:9])(=[O:10])[n:11]2[cH:12][cH:13][c:14]3[cH:15][cH:16][cH:17][cH:18][c:19]23)[cH:6][cH:7]1.[CH2:28]([Cl:29])[CH2:30][Cl:31].[CH3:22][CH2:23][CH2:24][CH2:25][CH2:26][CH3:27]>>[Br:1][c:2]1[c:3]([CH:20]=[O:21])[cH:4][c:5]([S:8](=[O:9])(=[O:10])[n:11]2[cH:12][cH:13][c:14]3[cH:15][cH:16][cH:17][cH:18][c:19]23)[cH:6][cH:7]1. Reactants: Cl.COC([C@@H](N)CC1=CC=CC=C1)=O (L-phenylalanine methyl ester hydrochloride), C(=O)(OC(C)(C)C)N1[C@H](C=O)CCC1 (Boc-prolinal). The solvent is CCOCC.C(Cl)Cl (Et2O CH2Cl2). Product: COC([C@@H](N)CC1=CC=CC=C1)=O (L-phenylalanine methyl ester), pure product. Yield: 40.0%. Reaction SMILES: Cl.[CH3:2][O:3][C:4](=[O:14])[C@H:5]([CH2:7][C:8]1[CH:13]=[CH:12][CH:11]=[CH:10][CH:9]=1)[NH2:6].C(N1CCC[C@H]1C=O)(OC(C)(C)C)=O>CCOCC.C(Cl)Cl>[CH3:2][O:3][C:4](=[O:14])[C@H:5]([CH2:7][C:8]1[CH:13]=[CH:12][CH:11]=[CH:10][CH:9]=1)[NH2:6] |f:0.1,3.4|. Reported procedure: N-(N-t-butyloxycarbonyl)-5H-pyrrololyl-2-methyl)-L-phenylalanine methyl ester was prepared from L-phenylalanine methyl ester hydrochloride (4.13 mmol) and Boc-prolinal [4.13 mmol, Hamada and Shiori, Chem. Pharm. Bull. (1982) 30, 1921] utilizing the procedure of the first paragraph of Example 9 to yield, after flash chromatography (15-25% Et2O/CH2Cl2 ; SiO2 gel), 0.588 g (40% yield) of pure product. The reactants are COC1=C(N)C=CC=C1 (2-methoxyaniline), CC(C(=O)OCC)C(=O)C (ethyl 2-methylacetoacetate), C1(=CC=CC=C1)C (toluene). The reagents and catalysts are Cl (HCl). Run in C1(=CC=CC=C1)C.O (toluene water). Reaction conditions: temperature 200 celsius, time 8 hour. The product is CC1=NC2=C(C=CC=C2C(=C1C)O)OC (2,3-dimethyl-4-hydroxy-8-methoxyquinoline). Yield: 10.5%. Reaction SMILES: [CH3:1][O:2][C:3]1[CH:9]=[CH:8][CH:7]=[CH:6][C:4]=1[NH2:5].[CH3:10][CH:11]([C:17]([CH3:19])=O)[C:12](OCC)=[O:13].C1(C)C=CC=CC=1>Cl.C1(C)C=CC=CC=1.O>[CH3:19][C:17]1[C:11]([CH3:10])=[C:12]([OH:13])[C:6]2[C:4](=[C:3]([O:2][CH3:1])[CH:9]=[CH:8][CH:7]=2)[N:5]=1 |f:4.5|. Procedure: 12.3 g of 2-methoxyaniline, 14.2 g of ethyl 2-methylacetoacetate and 3 drops of 1N HCl are introduced into a 250 ml three-necked flask fitted with Dean-Stark apparatus and a condenser. The mixture is stirred overnight. 100 ml of toluene are added and the mixture is refluxed until distillation of the toluene/water azeotrope is complete. The toluene is then evaporated off and 100 ml of diphenyl ether are added. The mixture is heated at 200° C. for 1 h. 50 ml of diphenyl ether are evaporated off an... Reaction SMILES: [CH3:40][C:41]#[N:42].[Cl:28][S:29](=[O:31])([N:32]=[C:33]=[O:30])=[O:34].[O:35]=[CH:36][N:37]([CH3:38])[CH3:39].[nH:1]1[cH:2][cH:3][c:4]2[cH:5][c:6]([CH:10]([C:11]([C:12](=[O:13])[NH:14][c:15]3[s:16][cH:17][cH:18][n:19]3)([CH3:20])[CH3:21])[c:22]3[cH:23][cH:24][cH:25][cH:26][cH:27]3)[cH:7][cH:8][c:9]12>>[nH:1]1[cH:2][c:3]([C:33]#[N:32])[c:4]2[cH:5][c:6]([CH:10]([C:11]([C:12](=[O:13])[NH:14][c:15]3[s:16][cH:17][cH:18][n:19]3)([CH3:20])[CH3:21])[c:22]3[cH:23][cH:24][cH:25][cH:26][cH:27]3)[cH:7][cH:8][c:9]12. The reactants are CC#N, O=C=NS(=O)(=O)Cl, CN(C)C=O, CC(C)(C(=O)Nc1nccs1)C(c1ccccc1)c1ccc2[nH]ccc2c1. The product is CC(C)(C(=O)Nc1nccs1)C(c1ccccc1)c1ccc2[nH]cc(C#N)c2c1. Starting materials: BrCCCCCCCCBr, O=C1NC(=O)c2ccccc21, CN(C)C=O, [K]. The product is O=C1NC(=O)c2c(CCCCCCCCBr)cccc21. RXN SMILES: [Br:13][CH2:14][CH2:15][CH2:16][CH2:17][CH2:18][CH2:19][CH2:20][CH2:21][Br:22].[C:1]1(=[O:11])[c:2]2[c:3]([cH:7][cH:8][cH:9][cH:10]2)[C:4](=[O:6])[NH:5]1.[CH3:23][N:24]([CH3:25])[CH:26]=[O:27].[K:12]>>[C:1]1(=[O:11])[c:2]2[c:3]([cH:7][cH:8][cH:9][c:10]2[CH2:21][CH2:20][CH2:19][CH2:18][CH2:17][CH2:16][CH2:15][CH2:14][Br:13])[C:4](=[O:6])[NH:5]1.